Dataset: the Open Reaction Database (ORD), a public repository of structured organic reaction records. Task: describe an organic reaction: reactants, conditions, products, and yield Reaction SMILES: [Br:61][c:62]1[cH:63][cH:64][c:65]2[c:66]([cH:67][cH:68][o:69]2)[cH:70]1.[C:55](=[O:56])([O-:57])[O-:58].[CH3:127][c:128]1[cH:129][cH:130][cH:131][cH:132][cH:133]1.[CH:21]1([P:22]([CH:23]2[CH2:24][CH2:25][CH2:26][CH2:27][CH2:28]2)[c:29]2[cH:30][cH:31][cH:32][cH:33][c:34]2-[c:35]2[c:36]([CH:37]([CH3:38])[CH3:39])[cH:40][c:41]([CH:42]([CH3:43])[CH3:44])[cH:45][c:46]2[CH:47]([CH3:48])[CH3:49])[CH2:50][CH2:51][CH2:52][CH2:53][CH2:54]1.[Cs+:59].[Cs+:60].[NH2:1][c:2]1[c:3]([C:4](=[O:5])[O:6][C:7]([CH3:8])([CH3:9])[CH3:10])[cH:11][cH:12][c:13](-[c:15]2[cH:16][cH:17][cH:18][cH:19][cH:20]2)[cH:14]1.[O:109]=[C:110]([CH:111]=[CH:112][c:113]1[cH:114][cH:115][cH:116][cH:117][cH:118]1)[CH:119]=[CH:120][c:121]1[cH:122][cH:123][cH:124][cH:125][cH:126]1.[O:73]=[C:74]([CH:75]=[CH:76][c:77]1[cH:78][cH:79][cH:80][cH:81][cH:82]1)[CH:83]=[CH:84][c:85]1[cH:86][cH:87][cH:88][cH:89][cH:90]1.[O:91]=[C:92]([CH:93]=[CH:94][c:95]1[cH:96][cH:97][cH:98][cH:99][cH:100]1)[CH:101]=[CH:102][c:103]1[cH:104][cH:105][cH:106][cH:107][cH:108]1.[Pd:71].[Pd:72]>>[NH:1]([c:2]1[c:3]([C:4](=[O:5])[O:6][C:7]([CH3:8])([CH3:9])[CH3:10])[cH:11][cH:12][c:13](-[c:15]2[cH:16][cH:17][cH:18][cH:19][cH:20]2)[cH:14]1)[c:62]1[cH:63][cH:64][c:65]2[c:66]([cH:67][cH:68][o:69]2)[cH:70]1. Starting materials: Brc1ccc2occc2c1, O=C([O-])[O-], Cc1ccccc1, CC(C)c1cc(C(C)C)c(-c2ccccc2P(C2CCCCC2)C2CCCCC2)c(C(C)C)c1, [Cs+], [Cs+], CC(C)(C)OC(=O)c1ccc(-c2ccccc2)cc1N, O=C(C=Cc1ccccc1)C=Cc1ccccc1, O=C(C=Cc1ccccc1)C=Cc1ccccc1, O=C(C=Cc1ccccc1)C=Cc1ccccc1, [Pd], [Pd]. Yields the product CC(C)(C)OC(=O)c1ccc(-c2ccccc2)cc1Nc1ccc2occc2c1. The reactants are CC(c1ccccc1)N1CCC(C(NC(=O)OC(C)(C)C)c2ccccc2)C1, C, CCO, [Pd]. Yields the product CC(C)(C)OC(=O)NC(c1ccccc1)C1CCNC1. As a reaction SMILES: [C:1]([CH3:2])([CH3:3])([CH3:4])[O:5][C:6](=[O:7])[NH:8][CH:9]([c:10]1[cH:11][cH:12][cH:13][cH:14][cH:15]1)[CH:16]1[CH2:17][N:18]([CH:21]([c:22]2[cH:23][cH:24][cH:25][cH:26][cH:27]2)[CH3:28])[CH2:19][CH2:20]1.[C:29].[CH3:31][CH2:32][OH:33].[Pd:30]>>[C:1]([CH3:2])([CH3:3])([CH3:4])[O:5][C:6](=[O:7])[NH:8][CH:9]([c:10]1[cH:11][cH:12][cH:13][cH:14][cH:15]1)[CH:16]1[CH2:17][NH:18][CH2:19][CH2:20]1. Starting materials: BrCCCCCCCCCCCCCCCCNC1=CC=C(C(=O)OC=CC(=O)OCC)C=C1 (2-(ethoxycarbonyl)vinyl 4-(16-bromohexadecylamino)benzoate), [H][H] (hydrogen). Reagents/catalysts: [Pd] (palladium-on-carbon). Run in O1CCCC1 (tetrahydrofuran). Yields the product BrCCCCCCCCCCCCCCCCNC1=CC=C(C(=O)OCC)C=C1 (ethyl 4-(16-bromohexadecylamino)benzoate). RXN SMILES: [Br:1][CH2:2][CH2:3][CH2:4][CH2:5][CH2:6][CH2:7][CH2:8][CH2:9][CH2:10][CH2:11][CH2:12][CH2:13][CH2:14][CH2:15][CH2:16][CH2:17][NH:18][C:19]1[CH:34]=[CH:33][C:22]([C:23]([O:25][CH:26]=[CH:27]C(OCC)=O)=[O:24])=[CH:21][CH:20]=1.[H][H]>[Pd].O1CCCC1>[Br:1][CH2:2][CH2:3][CH2:4][CH2:5][CH2:6][CH2:7][CH2:8][CH2:9][CH2:10][CH2:11][CH2:12][CH2:13][CH2:14][CH2:15][CH2:16][CH2:17][NH:18][C:19]1[CH:20]=[CH:21][C:22]([C:23]([O:25][CH2:26][CH3:27])=[O:24])=[CH:33][CH:34]=1. Procedure: A solution of 4 g. 2-(ethoxycarbonyl)vinyl 4-(16-bromohexadecylamino)benzoate and 400 mg. 10% palladium-on-carbon in 100 ml. tetrahydrofuran is hydrogenated at 50 psi until hydrogen uptake stops. The catalyst is filtered, the solution is evaporated, and the residue is crystallized from acetonitrile to yield 2-ethoxycarbonyl)ethyl 4-(16-bromohexadecylamino)benzoate. Starting materials: CN1C(=C(C=2C=CC=CC2S1(=O)=O)O)C(=O)NC=3C=CC=CN3 (piroxicam), ClC(C)OC(=O)C1CC1 (cyclopropanecarboxylic acid alpha-chloroethyl ester), white foam. Product: C1(CC1)C(=O)OC(C)OC1=C(N(S(C2=C1C=CC=C2)(=O)=O)C)C(=O)NC2=NC=CC=C2 (4-[1-(Cyclopropylcarbonyloxy)ethoxy]-2-methyl-N-(2-pyridyl)-2H-1,2-benzothiazine-3-carboxamide 1,1-Dioxide). Reaction SMILES: [CH3:1][N:2]1[S:11](=[O:13])(=[O:12])[C:10]2[CH:9]=[CH:8][CH:7]=[CH:6][C:5]=2[C:4]([OH:14])=[C:3]1[C:15]([NH:17][C:18]1[CH:19]=[CH:20][CH:21]=[CH:22][N:23]=1)=[O:16].Cl[CH:25]([O:27][C:28]([CH:30]1[CH2:32][CH2:31]1)=[O:29])[CH3:26]>>[CH:30]1([C:28]([O:27][CH:25]([O:14][C:4]2[C:5]3[CH:6]=[CH:7][CH:8]=[CH:9][C:10]=3[S:11](=[O:13])(=[O:12])[N:2]([CH3:1])[C:3]=2[C:15]([NH:17][C:18]2[CH:19]=[CH:20][CH:21]=[CH:22][N:23]=2)=[O:16])[CH3:26])=[O:29])[CH2:32][CH2:31]1. Procedure: By the procedure of Example 6, piroxicam (3.00 g, 9.1 mmol) and cyclopropanecarboxylic acid alpha-chloroethyl ester (4.03 g, 27.2 mmol) were converted to title product, 3.51 g white foam (7.0 mmol, 87.3%) which gave 1.90 g white crystals from toluene; mp 176°-177° C.; IR (KBr) 1735, 1680 cm-1 ; 1H NMR (CDCl3) delta 0.70-0.97 (m, 4H), 1.37-1.50 (m, 1H), 1.72 (d, J=6 Hz, 3H), 3.11 (s, 3H), 6.40 (q, J=6 Hz, 1H), 7.07-7.17 (m, 1H), 7.63.7.97 (m, 5H), 8.29-8.42 (m, 2H), 9.54 (br s, 1H); precise mass ...